This data is from the Open Reaction Database (ORD), a public repository of structured organic reaction records. The task is: describe an organic reaction: reactants, conditions, products, and yield Starting materials: C(C1=CC=CC=C1)C(C(=O)C1=CC=CC=C1)CC1=CC(=C(C=C1)[N+](=O)[O-])OCC1=CC=CC=C1 (2-benzyl-3-(3-benzyloxy-4-nitrophenyl)-1-phenylpropan-1-one). The reagents and catalysts are [Pt] (Pt/C). Solvent: CCOC(=O)C (EtOAc). Product: NC1=C(C=C(C=C1)CC(C(=O)C1=CC=CC=C1)C1=CC=CC=C1)OCC1=CC=CC=C1 (3-(4-Amino-3-benzyloxyphenyl)-1,2-diphenylpropan-1-one). As a reaction SMILES: C([CH:8]([CH2:17][C:18]1[CH:23]=[CH:22][C:21]([N+:24]([O-])=O)=[C:20]([O:27][CH2:28][C:29]2[CH:34]=[CH:33][CH:32]=[CH:31][CH:30]=2)[CH:19]=1)[C:9]([C:11]1[CH:16]=[CH:15][CH:14]=[CH:13][CH:12]=1)=[O:10])C1C=CC=CC=1>CCOC(C)=O.[Pt]>[NH2:24][C:21]1[CH:22]=[CH:23][C:18]([CH2:17][CH:8]([C:11]2[CH:16]=[CH:15][CH:14]=[CH:13][CH:12]=2)[C:9]([C:11]2[CH:16]=[CH:15][CH:14]=[CH:13][CH:12]=2)=[O:10])=[CH:19][C:20]=1[O:27][CH2:28][C:29]1[CH:30]=[CH:31][CH:32]=[CH:33][CH:34]=1. Procedure: A solution of 2-benzyl-3-(3-benzyloxy-4-nitrophenyl)-1-phenylpropan-1-one (200 mg) in EtOAc (5 mL) is hydrogenated over 5% Pt/C (15 mg) at 1 atm for 18 h. The catalyst is filtered and the filtrate evaporated to give the title compound as a gum: (M+1)+=422. Reactants: CCOC(=O)C(CCC(=O)O)NC(=O)OCc1ccccc1, C1COCCO1, O=C1CCC(=O)N1O. Product: CCOC(=O)C(CCC(=O)ON1C(=O)CCC1=O)NC(=O)OCc1ccccc1. RXN SMILES: [CH2:1]([CH3:2])[O:3][C:4]([CH:5]([NH:6][C:7](=[O:8])[O:9][CH2:10][c:11]1[cH:12][cH:13][cH:14][cH:15][cH:16]1)[CH2:17][CH2:18][C:19](=[O:20])[OH:21])=[O:22].[O:31]1[CH2:32][CH2:33][O:34][CH2:35][CH2:36]1.[OH:23][N:24]1[C:25](=[O:30])[CH2:26][CH2:27][C:28]1=[O:29]>>[CH2:1]([CH3:2])[O:3][C:4]([CH:5]([NH:6][C:7](=[O:8])[O:9][CH2:10][c:11]1[cH:12][cH:13][cH:14][cH:15][cH:16]1)[CH2:17][CH2:18][C:19](=[O:20])[O:21][N:24]1[C:25](=[O:30])[CH2:26][CH2:27][C:28]1=[O:29])=[O:22]. The reactants are CCO, CC1(c2cc(Cn3ncc([N+](=O)[O-])n3)cs2)OCCO1, [Cl-], [Fe], N#N, [NH4+], O. Yields the product CC1(c2cc(Cn3ncc(N)n3)cs2)OCCO1. As a reaction SMILES: [CH3:25][CH2:26][OH:27].[CH3:3][C:4]1([c:9]2[cH:10][c:11]([CH2:14][n:15]3[n:16][cH:17][c:18]([N+:20]([O-:21])=[O:22])[n:19]3)[cH:12][s:13]2)[O:5][CH2:6][CH2:7][O:8]1.[Cl-:23].[Fe:29].[N:1]#[N:2].[NH4+:24].[OH2:28]>>[CH3:3][C:4]1([c:9]2[cH:10][c:11]([CH2:14][n:15]3[n:16][cH:17][c:18]([NH2:20])[n:19]3)[cH:12][s:13]2)[O:5][CH2:6][CH2:7][O:8]1. Starting materials: CCOC(C)=O, Cc1ccc([N+](=O)[O-])cc1N1C(=O)c2ccc(Cl)cc2C1=O. Yields the product Cc1ccc(N)cc1N1C(=O)c2ccc(Cl)cc2C1=O. Reaction SMILES: [CH3:23][CH2:24][O:25][C:26](=[O:27])[CH3:28].[N+:1]([O-:2])(=[O:3])[c:4]1[cH:5][c:6]([N:11]2[C:12](=[O:22])[c:13]3[c:14]([cH:17][c:18]([Cl:21])[cH:19][cH:20]3)[C:15]2=[O:16])[c:7]([CH3:10])[cH:8][cH:9]1>>[NH2:1][c:4]1[cH:5][c:6]([N:11]2[C:12](=[O:22])[c:13]3[c:14]([cH:17][c:18]([Cl:21])[cH:19][cH:20]3)[C:15]2=[O:16])[c:7]([CH3:10])[cH:8][cH:9]1. Reactants: NC1=NC=NN2C1=CC=C2C2N(CCCC2)C(=O)OC(C)(C)C (tert-butyl 2-(4-aminopyrrolo[2,1-f][1,2,4]triazin-7-yl)piperidine-1-carboxylate), C(C1=CC=CC=C1)N1N=C2C=C(C=CC2=C1)B1OC(C(O1)(C)C)(C)C (2-benzyl-6-(4,4,5,5-tetramethyl-{1,3,2]dioxaborolan-2-yl)-2H-indazole). The product is C(C1=CC=CC=C1)N1N=C2C=C(C=CC2=C1)C=1C=C(N2N=CN=C(C21)N)C2NCCCC2 (5-(2-benzyl-2H-indazol-6-yl)-7-Piperidin-2-ylpyrrolo[2,1-f][1,2,4]triazin-4-amine). RXN SMILES: [NH2:1][C:2]1[C:7]2=[CH:8][CH:9]=[C:10]([CH:11]3[CH2:16][CH2:15][CH2:14][CH2:13][N:12]3C(OC(C)(C)C)=O)[N:6]2[N:5]=[CH:4][N:3]=1.[CH2:24]([N:31]1[CH:39]=[C:38]2[C:33]([CH:34]=[C:35](B3OC(C)(C)C(C)(C)O3)[CH:36]=[CH:37]2)=[N:32]1)[C:25]1[CH:30]=[CH:29][CH:28]=[CH:27][CH:26]=1>>[CH2:24]([N:31]1[CH:39]=[C:38]2[C:33]([CH:34]=[C:35]([C:8]3[CH:9]=[C:10]([CH:11]4[CH2:16][CH2:15][CH2:14][CH2:13][NH:12]4)[N:6]4[C:7]=3[C:2]([NH2:1])=[N:3][CH:4]=[N:5]4)[CH:36]=[CH:37]2)=[N:32]1)[C:25]1[CH:30]=[CH:29][CH:28]=[CH:27][CH:26]=1. Reported procedure: Following the procedure described in Steps 3-5 (bromination, coupling, deprotection) of Example 1, the title compound was prepared using tert-butyl 2-(4-aminopyrrolo[2,1-f][1,2,4]triazin-7-yl)piperidine-1-carboxylate and Intermediate C. 1H NMR (400 MHz, CD3OD) δ 8.36 (s, 1 H), 7.85 (s, 1 H), 7.81 (d, 1 H), 7.64 (s, 1 H), 7.27-7.41 (m, 5 H), 7.22 (dd, 1 H), 6.73 (s, 1 H), 5.65 (s, 2 H), 4.27 (dd, 1 H), 3.08-3.18 (m, 1 H), 2.79-2.90 (m, 1 H), 1.51-2.14 (m, 6 H); ES-MS m/z 424.42 [M+H]+, HPLC RT (m...